This data is from the Open Reaction Database (ORD), a public repository of structured organic reaction records. The task is: describe an organic reaction: reactants, conditions, products, and yield Reactants: C(C1=CC=CC=C1)C1CCNCC1 (4-benzylpiperidine), OC=1C=C(OCCBr)C=CC1[N+](=O)[O-] (2-(3-hydroxy-4-nitrophenoxy)ethyl bromide). Solvent: C1(=CC=CC=C1)C (toluene). Yields the product C(C1=CC=CC=C1)C1CCN(CC1)CCOC1=CC(=C(C=C1)[N+](=O)[O-])O (4-benzyl-1-(2-(3-hydroxy-4-nitrophenoxy)ethyl)piperidine). The yield is 93110.0%. Reaction SMILES: [CH2:1]([CH:8]1[CH2:13][CH2:12][NH:11][CH2:10][CH2:9]1)[C:2]1[CH:7]=[CH:6][CH:5]=[CH:4][CH:3]=1.[OH:14][C:15]1[CH:16]=[C:17]([CH:22]=[CH:23][C:24]=1[N+:25]([O-:27])=[O:26])[O:18][CH2:19][CH2:20]Br>C1(C)C=CC=CC=1>[CH2:1]([CH:8]1[CH2:13][CH2:12][N:11]([CH2:20][CH2:19][O:18][C:17]2[CH:22]=[CH:23][C:24]([N+:25]([O-:27])=[O:26])=[C:15]([OH:14])[CH:16]=2)[CH2:10][CH2:9]1)[C:2]1[CH:7]=[CH:6][CH:5]=[CH:4][CH:3]=1. Reported procedure: From a mixture of 4-benzylpiperidine (820 mg, 4.68 mmol), 2-(3-hydroxy-4-nitrophenoxy)ethyl bromide (556 g, 2.26 mmol) and KI (180 mg) in toluene (25 mL) was obtained 750 g (97%) of 4-benzyl-1-(2-(3-hydroxy-4-nitrophenoxy)ethyl)piperidine as a yellow powder, mp. 136-7° C. 1H NMR (CDCl3): 1.28-1.40 (m, 2H), 1.50-1.68 (m, 1H), 2.02-2.10 (m, 2H), 2.545 (d, 2H, J=7), 2.792 (t, 2H, J=6), 2.93-2.97 (m, 2H), 4.151 (t, 2H, J=6), 6.50-6.53 (m, 2H), 7.13-7.31 (m, 5H), 8.027 (d, 1H, J=10). Starting materials: O (water), COC=1C=C(C=CC1OCC=1N=C(OC1C)C1=CC=CC=C1)CCCCCCC(=O)OCC (ethyl 7-[3-methoxy-4-(5-methyl-2-phenyl-4-oxazolylmethoxy)phenyl]heptanoate), [H-].[Al+3].[Li+].[H-].[H-].[H-] (lithium aluminum hydride). The solvent is O1CCCC1 (tetrahydrofuran), O1CCCC1 (tetrahydrofuran). Reaction conditions: time 30 minute. Yields the product COC=1C=C(C=CC1OCC=1N=C(OC1C)C1=CC=CC=C1)CCCCCCCO (7-[3-methoxy-4-(5-methyl-2-phenyl-4-oxazolylmethoxy)phenyl]heptanol). RXN SMILES: [CH3:1][O:2][C:3]1[CH:4]=[C:5]([CH2:23][CH2:24][CH2:25][CH2:26][CH2:27][CH2:28][C:29](OCC)=[O:30])[CH:6]=[CH:7][C:8]=1[O:9][CH2:10][C:11]1[N:12]=[C:13]([C:17]2[CH:22]=[CH:21][CH:20]=[CH:19][CH:18]=2)[O:14][C:15]=1[CH3:16].[H-].[Al+3].[Li+].[H-].[H-].[H-].O>O1CCCC1>[CH3:1][O:2][C:3]1[CH:4]=[C:5]([CH2:23][CH2:24][CH2:25][CH2:26][CH2:27][CH2:28][CH2:29][OH:30])[CH:6]=[CH:7][C:8]=1[O:9][CH2:10][C:11]1[N:12]=[C:13]([C:17]2[CH:22]=[CH:21][CH:20]=[CH:19][CH:18]=2)[O:14][C:15]=1[CH3:16] |f:1.2.3.4.5.6|. Reported procedure: A solution of ethyl 7-[3-methoxy-4-(5-methyl-2-phenyl-4-oxazolylmethoxy)phenyl]heptanoate (9.6 g) in tetrahydrofuran (THF) (50 ml) was added dropwise, at room temperature, to a suspension of lithium aluminum hydride (0.96 g) in tetrahydrofuran (THF) (50 ml). The mixture was stirred for 30 minutes at room temperature, to which was then added, under ice-cooling, water (6 ml). Insolubles were filtered off, then the filtrate was concentrated. The concentrate was subjected to column chromatography on... Reactants: C(C)(=O)OC1=C(C(=O)N(N)C(=O)OC(C)(C)C)C=CC=C1OC(C)=O ([2,3-bis(Acetyloxy)benzoyl]hydrazinecarboxylic acid, t-butyl ester). The solvent is CO (methanol), N (ammonia). Run at time 24 hour. The product is OC1=C(C(=O)N(N)C(=O)OC(C)(C)C)C=CC=C1O ((2,3-dihydroxybenzoyl)hydrazinecarboxylic acid, t-butyl ester). RXN SMILES: C([O:4][C:5]1[C:21]([O:22]C(=O)C)=[CH:20][CH:19]=[CH:18][C:6]=1[C:7]([N:9]([C:11]([O:13][C:14]([CH3:17])([CH3:16])[CH3:15])=[O:12])[NH2:10])=[O:8])(=O)C>CO.N>[OH:4][C:5]1[C:21]([OH:22])=[CH:20][CH:19]=[CH:18][C:6]=1[C:7]([N:9]([C:11]([O:13][C:14]([CH3:17])([CH3:16])[CH3:15])=[O:12])[NH2:10])=[O:8]. Procedure details: [2,3-bis(Acetyloxy)benzoyl]hydrazinecarboxylic acid, t-butyl ester (25 g) was dissolved in 100 ml of methanol containing 6 g of ammonia. After standing over 24 hours at 0° C., the solvent was removed in vacuo and the residue stirred with 100 ml of ice water yielding (2,3-dihydroxybenzoyl)hydrazinecarboxylic acid, t-butyl ester as beige crystals, 17.8 g; melting point 158°-160° C. The reactants are BrCC1CCC1, COc1ccc(S(=O)(=O)N2CCC3=Cc4c(cnn4-c4ccc(F)cc4)CC3(C(=O)O)C2)cn1. The product is COc1ccc(S(=O)(=O)N2CCC3=Cc4c(cnn4-c4ccc(F)cc4)CC3(C(=O)OCC3CCC3)C2)cn1. Reaction SMILES: [CH:35]1([CH2:39][Br:40])[CH2:36][CH2:37][CH2:38]1.[F:1][c:2]1[cH:3][cH:4][c:5](-[n:8]2[n:9][cH:10][c:11]3[c:12]2[CH:13]=[C:14]2[CH2:15][CH2:16][N:17]([S:24](=[O:25])(=[O:26])[c:27]4[cH:28][n:29][c:30]([O:33][CH3:34])[cH:31][cH:32]4)[CH2:18][C:19]2([C:21](=[O:22])[OH:23])[CH2:20]3)[cH:6][cH:7]1>>[F:1][c:2]1[cH:3][cH:4][c:5](-[n:8]2[n:9][cH:10][c:11]3[c:12]2[CH:13]=[C:14]2[CH2:15][CH2:16][N:17]([S:24](=[O:25])(=[O:26])[c:27]4[cH:28][n:29][c:30]([O:33][CH3:34])[cH:31][cH:32]4)[CH2:18][C:19]2([C:21]([O:22][CH2:39][CH:35]2[CH2:36][CH2:37][CH2:38]2)=[O:23])[CH2:20]3)[cH:6][cH:7]1. The reactants are C1CC(NC2CCC3=C(C12)C=CC=C3)=O (hexahydrobenzo[f]quinolin-3-one), N (ammonia), C1(=CC=CC=C1)CC(=O)O (phenylacetic acid), C(CCC)N (n-butylamine). Run in C(OC)COC (dimethoxyethane), C(CO)O (ethylene glycol). Run at time 7 hour. The product is C(CCC)N1C(CCC2(C3=C(CC=C12)C=CC=C3)C)=O (4-n-butyl-10b-methyl-1,2,3,4,6,10b-hexahydrobenzo[f]quinolin-3-one), C(CCC)N1C(CC[C@]2(C3=C(CC[C@H]12)C=CC=C3)C)=O (trans-4-n-butyl-10b-methyl-1,2,3,4,4a,5,6,10b-octahydrobenzo[f]quinolin-3-one). RXN SMILES: [C:1]1([CH2:7][C:8](O)=O)[CH:6]=[CH:5][CH:4]=[CH:3][CH:2]=1.[CH2:11]([NH2:15])[CH2:12][CH2:13][CH3:14].N.[CH2:17]1[CH:26]2[CH:21]([CH2:22][CH2:23][C:24]3[CH:30]=[CH:29][CH:28]=[CH:27][C:25]=32)[NH:20][C:19](=[O:31])[CH2:18]1>C(O)CO.C(COC)OC>[CH2:21]([N:20]1[C:11]2[C:7]([CH3:8])([C:1]3[CH:2]=[CH:3][CH:4]=[CH:5][C:6]=3[CH2:13][CH:12]=2)[CH2:17][CH2:18][C:19]1=[O:31])[CH2:26][CH2:25][CH3:27].[CH2:11]([N:15]1[C@@H:21]2[C@:26]([CH3:1])([C:25]3[CH:27]=[CH:28][CH:29]=[CH:30][C:24]=3[CH2:23][CH2:22]2)[CH2:17][CH2:18][C:19]1=[O:31])[CH2:12][CH2:13][CH3:14]. Procedure details: By following the procedures described in Example 40, Steps A, B, C, D, E and F using phenylacetic acid as the starting material and in Step F using n-butylamine rather than ammonia and dimethoxyethane rather than ethylene glycol, the compound 4-n-butyl-10b-methyl-1,2,3,4,6,10b-hexahydrobenzo[f]quinolin-3-one was prepared. This hexahydrobenzo[f]quinolin-3-one was hydrogenated by following the procedures described Example 22 except that the reaction was carried out at 60° C. over 7 hours and worke... Starting materials: [BH4-], CCO, CC12CC(F)C3c4ccc(O)cc4CC(CCCCCN4CCCC4CSCCCC(F)(F)C(F)(F)F)C3C1CCC2=O, [Na+], C1CCOC1, O. The product is CC12CC(F)C3c4ccc(O)cc4CC(CCCCCN4CCCC4CSCCCC(F)(F)C(F)(F)F)C3C1CCC2O. Reaction SMILES: [BH4-:44].[CH3:51][CH2:52][OH:53].[F:1][CH:2]1[CH:3]2[c:4]3[cH:5][cH:6][c:7]([OH:43])[cH:8][c:9]3[CH2:10][CH:11]([CH2:21][CH2:22][CH2:23][CH2:24][CH2:25][N:26]3[CH:27]([CH2:31][S:32][CH2:33][CH2:34][CH2:35][C:36]([C:37]([F:38])([F:39])[F:40])([F:41])[F:42])[CH2:28][CH2:29][CH2:30]3)[CH:12]2[CH:13]2[CH2:14][CH2:15][C:16](=[O:20])[C:17]2([CH3:18])[CH2:19]1.[Na+:45].[O:46]1[CH2:47][CH2:48][CH2:49][CH2:50]1.[OH2:54]>>[F:1][CH:2]1[CH:3]2[c:4]3[cH:5][cH:6][c:7]([OH:43])[cH:8][c:9]3[CH2:10][CH:11]([CH2:21][CH2:22][CH2:23][CH2:24][CH2:25][N:26]3[CH:27]([CH2:31][S:32][CH2:33][CH2:34][CH2:35][C:36]([C:37]([F:38])([F:39])[F:40])([F:41])[F:42])[CH2:28][CH2:29][CH2:30]3)[CH:12]2[CH:13]2[CH2:14][CH2:15][CH:16]([OH:20])[C:17]2([CH3:18])[CH2:19]1. Starting materials: ClC1=NC(=C2N=CN(C2=N1)[C@H]1[C@@H]([C@@H]([C@H](C1)N1N=CC(=C1)CO)O)O)NCC(C1=CC=CC=C1)C1=CC=CC=C1 ((1R,2S,3R,5S)-3-[2-chloro-6-(2,2-diphenyl-ethylamino)-purin-9-yl]-5-(4-hydroxymethyl-pyrazol-1-yl)-cyclopentane-1,2-diol), FC(C(=O)O)(F)F.C1(=CC=CC=C1)C(CNC1=C2N=CN(C2=NC(=N1)NCCN1CCCCC1)[C@H]1[C@@H]([C@@H]([C@H](C1)N1N=CC(=C1)CO)O)O)C1=CC=CC=C1 ((1R,2S,3R,5S)-3-[6-(2,2-Diphenyl-ethylamino)-2-(2-piperidin-1-yl-ethylamino)-purin-9-yl]-5-(4-hydroxymethyl-pyrazol-1-yl)-cyclopentane-1,2-diol trifluoroacetate), N[C@H]1CNCC1 ((3R)-(+)-3-amino pyrrolidine). Yields the product FC(C(=O)O)(F)F.N[C@H]1CN(CC1)C1=NC(=C2N=CN(C2=N1)[C@H]1[C@@H]([C@@H]([C@H](C1)N1N=CC(=C1)CO)O)O)NCC(C1=CC=CC=C1)C1=CC=CC=C1 ((1R,2S,3R,5S)-3-[2-((R)-3-Amino-pyrrolidin-1-yl)-6-(2,2-diphenyl-ethylamino)-purin-9-yl]-5-(4-hydroxymethyl-pyrazol-1-yl)-cyclopentane-1,2-diol trifluoroacetate). As a reaction SMILES: Cl[C:2]1[N:10]=[C:9]2[C:5]([N:6]=[CH:7][N:8]2[C@@H:11]2[CH2:15][C@H:14]([N:16]3[CH:20]=[C:19]([CH2:21][OH:22])[CH:18]=[N:17]3)[C@@H:13]([OH:23])[C@H:12]2[OH:24])=[C:4]([NH:25][CH2:26][CH:27]([C:34]2[CH:39]=[CH:38][CH:37]=[CH:36][CH:35]=2)[C:28]2[CH:33]=[CH:32][CH:31]=[CH:30][CH:29]=2)[N:3]=1.[F:40][C:41]([F:46])([F:45])[C:42]([OH:44])=[O:43].C1(C(C2C=CC=CC=2)CNC2N=C(NCCN3CCCCC3)N=C3C=2N=CN3[C@@H]2C[C@H:77]([N:79]3[CH:83]=[C:82](CO)[CH:81]=[N:80]3)[C@@H](O)[C@H]2O)C=CC=CC=1.N[C@@H]1CCNC1>>[F:40][C:41]([F:46])([F:45])[C:42]([OH:44])=[O:43].[NH2:80][C@@H:81]1[CH2:82][CH2:83][N:79]([C:2]2[N:10]=[C:9]3[C:5]([N:6]=[CH:7][N:8]3[C@@H:11]3[CH2:15][C@H:14]([N:16]4[CH:20]=[C:19]([CH2:21][OH:22])[CH:18]=[N:17]4)[C@@H:13]([OH:23])[C@H:12]3[OH:24])=[C:4]([NH:25][CH2:26][CH:27]([C:34]3[CH:35]=[CH:36][CH:37]=[CH:38][CH:39]=3)[C:28]3[CH:29]=[CH:30][CH:31]=[CH:32][CH:33]=3)[N:3]=2)[CH2:77]1 |f:1.2,4.5|. Procedure details: This compound is prepared from (1R,2S,3R,5S)-3-[2-chloro-6-(2,2-diphenyl-ethylamino)-purin-9-yl]-5-(4-hydroxymethyl-pyrazol-1-yl)-cyclopentane-1,2-diol (Intermediate BA7) using a procedure analogous to that of (1R,2S,3R,5S)-3-[6-(2,2-diphenyl-ethylamino)-2-(2-piperidin-1-yl-ethylamino)-purin-9-yl]-5-(4-hydroxymethyl-pyrazol-1-yl)-cyclopentane-1,2-diol trifluoroacetate (Example 46) replacing the 1-(2-aminoethyl)piperidine with (3R)-(+)-3-amino pyrrolidine. MS (ES+) m/e 596 (MH+).